Dataset: the Open Reaction Database (ORD), a public repository of structured organic reaction records. Task: describe an organic reaction: reactants, conditions, products, and yield Conditions: time 1.5 hour. Procedure: (S)-2-(1,4-Dibromo-8-oxo-9-(2,2,2-trifluoroethyl)-3,6,7,8,9,10-hexahydroazepino[3,4-e]indazol-7-yl)acetic acid (44 mg, 0.088 mmol) was dissolved in N,N-dimethylformamide (1.5 mL). N,N-Diisopropylethylamine (70 μl, 0.402 mmol) was added to the mixture followed by TBTU (31.5 mg, 0.098 mmol). 3-(Piperidin-4-yl)quinolin-2(1H)-one hydrochloride (25.7 mg, 0.097 mmol) was added to the mixture. Reaction stirred at room temperature for 1.5 hours. Reaction was quenched with 50% acetonitrile-water. Mixture... Product: BrC1=NNC=2C(=CC3=C(C12)CN(C([C@@H](C3)CC(N3CCC(CC3)C=3C(NC1=CC=CC=C1C3)=O)=O)=O)CC(F)(F)F)Br ((S)-1,4-dibromo-7-(2-oxo-2-(4-(2-oxo-1,2-dihydroquinolin-3-yl)piperidin-1-yl)ethyl)-9-(2,2,2-trifluoroethyl)-6,7,9,10-tetrahydroazepino[3,4-e]indazol-8(3H)-one). Isolated yield 51.0%. The solvent is CN(C=O)C (N,N-dimethylformamide). RXN SMILES: [Br:1][C:2]1[C:10]2[C:9]3[CH2:11][N:12]([CH2:21][C:22]([F:25])([F:24])[F:23])[C:13](=[O:20])[C@H:14]([CH2:16][C:17](O)=[O:18])[CH2:15][C:8]=3[CH:7]=[C:6]([Br:26])[C:5]=2[NH:4][N:3]=1.C(N(CC)C(C)C)(C)C.CN(C(ON1N=NC2C=CC=CC1=2)=[N+](C)C)C.[B-](F)(F)(F)F.Cl.[NH:59]1[CH2:64][CH2:63][CH:62]([C:65]2[C:66](=[O:75])[NH:67][C:68]3[C:73]([CH:74]=2)=[CH:72][CH:71]=[CH:70][CH:69]=3)[CH2:61][CH2:60]1>CN(C)C=O>[Br:1][C:2]1[C:10]2[C:9]3[CH2:11][N:12]([CH2:21][C:22]([F:25])([F:23])[F:24])[C:13](=[O:20])[C@H:14]([CH2:16][C:17](=[O:18])[N:59]4[CH2:60][CH2:61][CH:62]([C:65]5[C:66](=[O:75])[NH:67][C:68]6[C:73]([CH:74]=5)=[CH:72][CH:71]=[CH:70][CH:69]=6)[CH2:63][CH2:64]4)[CH2:15][C:8]=3[CH:7]=[C:6]([Br:26])[C:5]=2[NH:4][N:3]=1 |f:2.3,4.5|. The reactants are Cl.N1CCC(CC1)C=1C(NC2=CC=CC=C2C1)=O (3-(Piperidin-4-yl)quinolin-2(1H)-one hydrochloride), BrC1=NNC=2C(=CC3=C(C12)CN(C([C@@H](C3)CC(=O)O)=O)CC(F)(F)F)Br ((S)-2-(1,4-Dibromo-8-oxo-9-(2,2,2-trifluoroethyl)-3,6,7,8,9,10-hexahydroazepino[3,4-e]indazol-7-yl)acetic acid), CN(C)C(=[N+](C)C)ON1C2=C(C=CC=C2)N=N1.[B-](F)(F)(F)F (TBTU), C(C)(C)N(C(C)C)CC (N,N-Diisopropylethylamine).